From a dataset of the Open Reaction Database (ORD), a public repository of structured organic reaction records. describe an organic reaction: reactants, conditions, products, and yield Product: Cc1ccccc1C(NC(=O)Nc1ccc(Cl)cc1)C(=O)Nc1ccc(N2CCOCC2=O)cc1. As a reaction SMILES: [CH2:37]([Cl:38])[CH2:39][Cl:40].[CH3:1][c:2]1[c:3]([CH:8]([C:9](=[O:10])[OH:11])[NH:12][C:13](=[O:14])[NH:15][c:16]2[cH:17][cH:18][c:19]([Cl:22])[cH:20][cH:21]2)[cH:4][cH:5][cH:6][cH:7]1.[O:23]=[C:24]1[CH2:25][O:26][CH2:27][CH2:28][N:29]1[c:30]1[cH:31][cH:32][c:33]([NH2:36])[cH:34][cH:35]1.[O:41]=[CH:42][N:43]([CH3:44])[CH3:45]>>[CH3:1][c:2]1[c:3]([CH:8]([C:9](=[O:11])[NH:36][c:33]2[cH:32][cH:31][c:30]([N:29]3[C:24](=[O:23])[CH2:25][O:26][CH2:27][CH2:28]3)[cH:35][cH:34]2)[NH:12][C:13](=[O:14])[NH:15][c:16]2[cH:17][cH:18][c:19]([Cl:22])[cH:20][cH:21]2)[cH:4][cH:5][cH:6][cH:7]1. Starting materials: ClCCCl, Cc1ccccc1C(NC(=O)Nc1ccc(Cl)cc1)C(=O)O, Nc1ccc(N2CCOCC2=O)cc1, CN(C)C=O. Reactants: C(C)NC1=NC(=C(C(=N1)N)C=CC(C)C1=CC=C(C=C1)Cl)C (2-ethylamino-4-amino-6-methyl-5-[3-(4-chlorophenyl)-1-butenyl]pyrimidine), C(C)NC1=NC(=C(C(=N1)N)C=CC(C)C1=CC=C(C=C1)Cl)C (2-ethylamino-4-amino-6-methyl-5-[3-(4-chlorophenyl)-1-butenyl]pyrimidine), C(C)(=O)OC(C)=O (acetic anhydride). Reagents/catalysts: CN(C1=CC=NC=C1)C (4-dimethylaminopyridine). The product is C(C)NC1=NC(=C(C(=N1)NC(=O)C)C=CC(C)C1=CC=C(C=C1)Cl)C (2-ethylamino-4-methylcarbonylamino-6-methyl-5-[3-(4-chlorophenyl)-1-butenyl]pyrimidine). RXN SMILES: [CH2:1]([NH:3][C:4]1[N:9]=[C:8]([NH2:10])[C:7]([CH:11]=[CH:12][CH:13]([C:15]2[CH:20]=[CH:19][C:18]([Cl:21])=[CH:17][CH:16]=2)[CH3:14])=[C:6]([CH3:22])[N:5]=1)[CH3:2].[C:23](OC(=O)C)(=[O:25])[CH3:24]>CN(C)C1C=CN=CC=1>[CH2:1]([NH:3][C:4]1[N:9]=[C:8]([NH:10][C:23]([CH3:24])=[O:25])[C:7]([CH:11]=[CH:12][CH:13]([C:15]2[CH:20]=[CH:19][C:18]([Cl:21])=[CH:17][CH:16]=2)[CH3:14])=[C:6]([CH3:22])[N:5]=1)[CH3:2]. Procedure details: This compound is prepared in a manner analogous to that of Example 8, using 0.32 gram (0.001 mole) 2-ethylamino-4-amino-6-methyl-5-[3-(4-chlorophenyl)-1-butenyl]pyrimidine (Compound 47--prepared in Example 7) and 0.01 gram (catalyst) of 4-dimethylaminopyridine in 5 mL of acetic anhydride, yielding 2-ethylamino-4-methylcarbonylamino-6-methyl-5-[3-(4-chlorophenyl)-1-butenyl]pyrimidine. Starting materials: CC(C)c1cccc(Br)c1, Cc1ccccc1, N#C[Cu]C#N, N, O, c1ccncc1. Product: CC(C)c1cccc(C#N)c1. As a reaction SMILES: [Br:1][c:2]1[cH:3][c:4]([CH:8]([CH3:9])[CH3:10])[cH:5][cH:6][cH:7]1.[CH3:24][c:25]1[cH:26][cH:27][cH:28][cH:29][cH:30]1.[Cu:11]([C:12]#[N:13])[C:14]#[N:15].[NH3:17].[OH2:16].[cH:18]1[cH:19][cH:20][n:21][cH:22][cH:23]1>>[c:2]1([C:12]#[N:13])[cH:3][c:4]([CH:8]([CH3:9])[CH3:10])[cH:5][cH:6][cH:7]1. Reactants: B, C1CCOC1, CSC, O=C(O)CCCc1ccc(O)cc1. Product: OCCCCc1ccc(O)cc1. Reaction SMILES: [BH3:17].[CH2:18]1[O:19][CH2:20][CH2:21][CH2:22]1.[CH3:14][S:15][CH3:16].[OH:1][c:2]1[cH:3][cH:4][c:5]([CH2:8][CH2:9][CH2:10][C:11](=[O:12])[OH:13])[cH:6][cH:7]1>>[OH:1][c:2]1[cH:3][cH:4][c:5]([CH2:8][CH2:9][CH2:10][CH2:11][OH:12])[cH:6][cH:7]1. Starting materials: OC1=C(OC=2C1=NC=CC2)C(=O)OCC (Ethyl 3-hydroxyfuro[3,2-b]pyridine-2-carboxylate), Cl (hydrochloric acid). The product is Cl.O1CC(C2=NC=CC=C21)=O (furo[3,2-b]pyridin-3(2H)-one hydrochloride). RXN SMILES: [OH:1][C:2]1[C:6]2=[N:7][CH:8]=[CH:9][CH:10]=[C:5]2[O:4][C:3]=1C(OCC)=O.[ClH:16]>>[ClH:16].[O:4]1[C:5]2[C:6](=[N:7][CH:8]=[CH:9][CH:10]=2)[C:2](=[O:1])[CH2:3]1 |f:2.3|. Procedure details: Ethyl 3-hydroxyfuro[3,2-b]pyridine-2-carboxylate (6.90 g, 25.8 mmol) was dissolved in 10% hydrochloric acid (50 mL), and heated under reflux for 3 h. Evaporation of the hydrochloric acid solution gave furo[3,2-b]pyridin-3(2H)-one hydrochloride (9.0 g). A portion of the furo[3,2-b]pyridin-3(2H)-one hydrochloride was converted to its free base by treatment with saturated sodium bicarbonate and extraction with chloroform in preparation for the following step.